Dataset: the Open Reaction Database (ORD), a public repository of structured organic reaction records. Task: describe an organic reaction: reactants, conditions, products, and yield Reactants: ice, C1(=CC=CC=C1)P(=O)(C1=CC=CC=C1)N=[N+]=[N-] (diphenylphosphoryl azide), N12CCCCCC2=NCCC1 (1,8-diazabicyclo[5.4.0]undec-7-ene), C(C)(C)(C)OC(COC1=CC=CC=2[C@H](CCCC12)O)=O (((S)-5-Hydroxy-5,6,7,8-tetrahydro-naphthalen-1-yloxy)-acetic acid tert-butyl ester). Run in C1(=CC=CC=C1)C (toluene), C1(=CC=CC=C1)C (toluene). Conditions: temperature 2.5 celsius, time 45 minute. Product: C(C)(C)(C)OC(COC1=CC=CC=2[C@@H](CCCC12)N=[N+]=[N-])=O (((R)-5-Azido-5,6,7,8-tetrahydro-naphthalen-1-yloxy)-acetic acid tert-butyl ester). RXN SMILES: [C:1]([O:5][C:6](=[O:20])[CH2:7][O:8][C:9]1[C:18]2[CH2:17][CH2:16][CH2:15][C@H:14](O)[C:13]=2[CH:12]=[CH:11][CH:10]=1)([CH3:4])([CH3:3])[CH3:2].C1(P([N:35]=[N+:36]=[N-:37])(C2C=CC=CC=2)=O)C=CC=CC=1.N12CCCN=C1CCCCC2>C1(C)C=CC=CC=1>[C:1]([O:5][C:6](=[O:20])[CH2:7][O:8][C:9]1[C:18]2[CH2:17][CH2:16][CH2:15][C@@H:14]([N:35]=[N+:36]=[N-:37])[C:13]=2[CH:12]=[CH:11][CH:10]=1)([CH3:4])([CH3:3])[CH3:2]. Procedure details: The toluene solution of chiral alcohol XI prepared above (36.19 mmol, assumed 100% conversion) was diluted with an additional 100 mL of toluene, and cooled in an ice-water bath, then treated with diphenylphosphoryl azide (13.64 g, 49.57 mmol). To this solution was added 1,8-diazabicyclo[5.4.0]undec-7-ene (DBU, 8.0 g, 52.46 mmol), dropwise over 20 minutes at such a rate so as to maintain the internal temperature between 1-4° C. The reaction mixture was then stirred at an internal temperature of 1... Reactants: C1(=CC=CC=C1)S(=O)C1=C(C=C(C=C1)NC(=O)N(C)CC(OC)OC)OCCCC (N-[4-(Phenylsulfinyl)-3-butoxyphenyl]-N'-(2,2-dimethoxyethyl)-N'-methylurea), Cl (hydrochloric acid). The solvent is O (water). Product: CN1C(N(C=C1)C1=CC(=C(C=C1)S(=O)C1=CC=CC=C1)OCCCC)=O (1-methyl-3-[4-(phenylsulfinyl)-3-butoxyphenyl]-4-imidazolin-2-one). RXN SMILES: [C:1]1([S:7]([C:9]2[CH:14]=[CH:13][C:12]([NH:15][C:16]([N:18]([CH2:20][CH:21](OC)OC)[CH3:19])=[O:17])=[CH:11][C:10]=2[O:26][CH2:27][CH2:28][CH2:29][CH3:30])=[O:8])[CH:6]=[CH:5][CH:4]=[CH:3][CH:2]=1.Cl>O>[CH3:19][N:18]1[CH:20]=[CH:21][N:15]([C:12]2[CH:13]=[CH:14][C:9]([S:7]([C:1]3[CH:2]=[CH:3][CH:4]=[CH:5][CH:6]=3)=[O:8])=[C:10]([O:26][CH2:27][CH2:28][CH2:29][CH3:30])[CH:11]=2)[C:16]1=[O:17]. Reported procedure: N-[4-(Phenylsulfinyl)-3-butoxyphenyl]-N'-(2,2-dimethoxyethyl)-N'-methylurea(0.02 mole), water (30 ml) and concentrated hydrochloric acid (3 ml) are charged into a glass reaction vessel fitted with a mechanical stirrer, thermometer and condenser. The mixture is refluxed for a period of about 30 minutes and then cooled and extracted with ethyl acetate. The extract is washed with dilute aqueous sodium bicarbonate, with two portions of water and is then dried. The ethyl acetate is removed by mild wa... Starting materials: ClC=1C=C(/C=C/C#N)C=CC1Cl (trans-3,4-Dichlorocinnamonitrile), C1=CC=CCC1 (cyclohexadiene). Product: C(#N)C1C2C=CC(C1C1=CC(=C(C=C1)Cl)Cl)CC2 (5-cyano-6-(3',4'-dichlorophenyl)bicyclo[2,2,2]oct-2-ene). As a reaction SMILES: [Cl:1][C:2]1[CH:3]=[C:4]([CH:9]=[CH:10][C:11]=1[Cl:12])/[CH:5]=[CH:6]/[C:7]#[N:8].[CH:13]1[CH2:18][CH2:17][CH:16]=[CH:15][CH:14]=1>>[C:7]([CH:6]1[CH:5]([C:4]2[CH:9]=[CH:10][C:11]([Cl:12])=[C:2]([Cl:1])[CH:3]=2)[CH:15]2[CH2:16][CH2:17][CH:18]1[CH:13]=[CH:14]2)#[N:8]. Procedure details: trans-3,4-Dichlorocinnamonitrile (20 g.) and cyclohexadiene (16 g.) were heated at 150°C. for 3 weeks. The solution was evaporated, the resultant oil purified by column chromatography and crystallised from methanol to yield white crystals of 5-cyano-6-(3',4'-dichlorophenyl)bicyclo[2,2,2]oct-2-ene. The latter (14 g.) was hydrogenated as described in Example 1 to yield trans-3-cyano-2-(3',4'-dichlorophenyl)bicyclo[2,2,2]octane as white crystals (14 g.). Similarly the following compounds were prepa... The reactants are II (iodine), CC1=CC=2C3=C(N(C2C=C1)C=C(C)C1=CC=NC=C1)CCN(C3)C(=O)OCC(Cl)(Cl)Cl (2,2,2-trichloroethyl 3,4-dihydro-8-methyl-5-(2-(pyridin-4-yl)prop-1-enyl)-1H-pyrido[4,3-b]indole-2(5H)-carboxylate), C(I)I (methylene iodide). The reagents and catalysts are [Cu].[Zn] (Zinc-copper couple). Solvent: C1CCOC1 (THF). Run at temperature 85 celsius. The product is CC1=CC=2C3=C(N(C2C=C1)C=C(C)C1=CCN(C=C1)C)CCN(C3)C(=O)OCC(Cl)(Cl)Cl (2,2,2-trichloroethyl 3,4-dihydro-8-methyl-5-(2-(N-methyl-pyridin-4-yl)prop-1-enyl)-1H-pyrido[4,3-b]indole-2(5H)-carboxylate). Yield: 31.7%. Reaction SMILES: II.[CH3:3][C:4]1[CH:12]=[CH:11][C:10]2[N:9]([CH:13]=[C:14]([C:16]3[CH:21]=[CH:20][N:19]=[CH:18][CH:17]=3)[CH3:15])[C:8]3[CH2:22][CH2:23][N:24]([C:26]([O:28][CH2:29][C:30]([Cl:33])([Cl:32])[Cl:31])=[O:27])[CH2:25][C:7]=3[C:6]=2[CH:5]=1.[CH2:34](I)I>C1COCC1.[Cu].[Zn]>[CH3:3][C:4]1[CH:12]=[CH:11][C:10]2[N:9]([CH:13]=[C:14]([C:16]3[CH:17]=[CH:18][N:19]([CH3:34])[CH2:20][CH:21]=3)[CH3:15])[C:8]3[CH2:22][CH2:23][N:24]([C:26]([O:28][CH2:29][C:30]([Cl:33])([Cl:32])[Cl:31])=[O:27])[CH2:25][C:7]=3[C:6]=2[CH:5]=1 |f:4.5|. Procedure: Zinc-copper couple (800 mg) was dissolved in THF and a crystal of iodine was added. The reaction mixture was stirred at 85° C. until the brown color disappeared. A mixture of 2,2,2-trichloroethyl 3,4-dihydro-8-methyl-5-(2-(pyridin-4-yl)prop-1-enyl)-1H-pyrido[4,3-b]indole-2(5H)-carboxylate (400 mg, 0.83 mmol) and methylene iodide (447 mg, 1.67 mmol) was added at the same temperature and the mixture was heated at 85° C. overnight. The reaction mixture was filtered under vacuum and the filtrate pur... Reactants: [BH4-], [Na+], c1ccc(C2CO2)cc1, O=S(=O)(O)O, Cc1ccccc1C. The product is OCCc1ccccc1. Reaction SMILES: [BH4-:1].[Na+:2].[O:3]1[CH:4]([c:6]2[cH:7][cH:8][cH:9][cH:10][cH:11]2)[CH2:5]1.[S:12](=[O:13])(=[O:14])([OH:15])[OH:16].[c:17]1([CH3:18])[c:19]([CH3:20])[cH:21][cH:22][cH:23][cH:24]1>>[OH:3][CH2:5][CH2:4][c:6]1[cH:7][cH:8][cH:9][cH:10][cH:11]1. Reactants: C1(CCCCC1)N1N=C(C=2N=C(NC(C21)=O)C2=C(C=C(CN1CCC(CC1)C(=O)OCC)C=C2)OC)C (Ethyl 1-[4-(1-cyclohexyl-3-methyl-7-oxo-6,7-dihydro-1H-pyrazolo[4,3-d]pyrimidin-5-yl)-3-methoxybenzyl]-4-piperidinecarboxylate), aqueous solution, [OH-].[Na+] (sodium hydroxide). Solvent: C(C)O (ethanol). Run at time 2 hour. Product: C1(CCCCC1)N1N=C(C=2N=C(NC(C21)=O)C2=C(C=C(CN1CCC(CC1)C(=O)O)C=C2)OC)C (1-[4-(1-Cyclohexyl-3-methyl-7-oxo-6,7-dihydro-1H-pyrazolo[4,3-d]pyrimidin-5-yl)-3-methoxybenzyl]-4-piperidinecarboxylic acid). Isolated yield 51.6%. RXN SMILES: [CH:1]1([N:7]2[C:15]3[C:14](=[O:16])[NH:13][C:12]([C:17]4[CH:34]=[CH:33][C:20]([CH2:21][N:22]5[CH2:27][CH2:26][CH:25]([C:28]([O:30]CC)=[O:29])[CH2:24][CH2:23]5)=[CH:19][C:18]=4[O:35][CH3:36])=[N:11][C:10]=3[C:9]([CH3:37])=[N:8]2)[CH2:6][CH2:5][CH2:4][CH2:3][CH2:2]1.[OH-].[Na+]>C(O)C>[CH:1]1([N:7]2[C:15]3[C:14](=[O:16])[NH:13][C:12]([C:17]4[CH:34]=[CH:33][C:20]([CH2:21][N:22]5[CH2:27][CH2:26][CH:25]([C:28]([OH:30])=[O:29])[CH2:24][CH2:23]5)=[CH:19][C:18]=4[O:35][CH3:36])=[N:11][C:10]=3[C:9]([CH3:37])=[N:8]2)[CH2:2][CH2:3][CH2:4][CH2:5][CH2:6]1 |f:1.2|. Procedure details: To a 1 ml ethanol solution of 43 mg (0.0848 mmol) of the compound obtained in Example 238, 1 ml of a 1M aqueous solution of sodium hydroxide was added, and the mixture was stirred at room temperature for 2 hours. Then, the reaction mixture was distilled under reduced pressure, and the residue was dissolved in water. Acetic acid was added, and precipitated solids were collected by filtration to obtain 21 mg (52%) of the captioned compound. Starting materials: C1(CCCCC1)OCCOC=1C=C(N)C=CC1 (3-[2-(cyclohexyloxy)-ethoxy]aniline), C(=O)(Cl)Cl (phosgene), resultant mixture. The solvent is C1(=CC=CC=C1)C (toluene), C1(=CC=CC=C1)C (toluene). Yields the product C1(CCCCC1)OCCOC=1C=C(C=CC1)N=C=O (3-[2-(cyclohexyloxy)-ethoxy]phenyl isocyanate). Reaction SMILES: [CH:1]1([O:7][CH2:8][CH2:9][O:10][C:11]2[CH:12]=[C:13]([CH:15]=[CH:16][CH:17]=2)[NH2:14])[CH2:6][CH2:5][CH2:4][CH2:3][CH2:2]1.[C:18](Cl)(Cl)=[O:19]>C1(C)C=CC=CC=1>[CH:1]1([O:7][CH2:8][CH2:9][O:10][C:11]2[CH:12]=[C:13]([N:14]=[C:18]=[O:19])[CH:15]=[CH:16][CH:17]=2)[CH2:2][CH2:3][CH2:4][CH2:5][CH2:6]1. Procedure details: A solution of 14.5 g of 3-[2-(cyclohexyloxy)-ethoxy]aniline in 100 ml of toluene was added dropwise to 100 ml of toluene containing 12 g of phosgene. The resultant mixture was refluxed for 1 hour and concentrated under reduced pressure. The concentrate was purified by high vacuum distillation to give 14 g of 3-[2-(cyclohexyloxy)-ethoxy]phenyl isocyanate. B.P., 112°-115° C./0.06 mmHg. nD23 1.5283.